Dataset: the Open Reaction Database (ORD), a public repository of structured organic reaction records. Task: describe an organic reaction: reactants, conditions, products, and yield Starting materials: CC1(OC2=C(O1)C=CC=C2)C2=CC=C(C=C2)C(F)(F)F (2-methyl-2-[4-(trifluoromethyl)phenyl]-1,3-benzodioxole), [N+](=O)(O)[O-] (nitric acid), O (water). Run in ClC(C)Cl (dichloroethane). Run at temperature 20 celsius, time 1 hour. Product: O1OCC2=C1C=CC=C2 (benzodioxole). Isolated yield 82.0%. As a reaction SMILES: C[C:2]1([C:11]2[CH:16]=[CH:15][C:14](C(F)(F)F)=[CH:13][CH:12]=2)OC2C=CC=CC=2[O:3]1.[N+]([O-])(O)=[O:22].O>ClC(Cl)C>[O:22]1[C:12]2[CH:13]=[CH:14][CH:15]=[CH:16][C:11]=2[CH2:2][O:3]1. Procedure: A solution of 2-methyl-2-[4-(trifluoromethyl)phenyl]-1,3-benzodioxole (5.6g) in dichloroethane (15 ml) was added over 10 minutes to vigorously stirred nitric acid (50% w/v, 25 ml) keeping the temperature at 15°-20° C. by means of a cooling bath. The resulting reaction mixture was stirred for a further 1 hour at 20° C., poured into water (200 ml) and extracted with methylene chloride (3×100 ml). After drying over anhydrous sodium sulphate, the extract was evaporated under reduced pressure. The re... Starting materials: BrC=1C=C(CBr)C=C(C1OC1=CC(=C(C=C1)O)C(C)C)Br (3,5-dibromo-4-(4-hydroxy-3-isopropylphenoxy)benzylbromide), P(OCC)(OCC)OCC (triethyl phosphite). Run in C1(=CC=CC=C1)C (toluene). Yields the product BrC=1C=C(CP(OCC)(OCC)=O)C=C(C1OC1=CC(=C(C=C1)O)C(C)C)Br (3,5-dibromo-4-(4-hydroxy-3-isopropylphenoxy)benzyl phosphonic acid, diethyl ester). Isolated yield 56.0%. Reaction SMILES: [Br:1][C:2]1[CH:3]=[C:4]([CH:7]=[C:8]([Br:21])[C:9]=1[O:10][C:11]1[CH:16]=[CH:15][C:14]([OH:17])=[C:13]([CH:18]([CH3:20])[CH3:19])[CH:12]=1)[CH2:5]Br.[P:22]([O:29]CC)([O:26][CH2:27][CH3:28])[O:23][CH2:24][CH3:25]>C1(C)C=CC=CC=1>[Br:1][C:2]1[CH:3]=[C:4]([CH:7]=[C:8]([Br:21])[C:9]=1[O:10][C:11]1[CH:16]=[CH:15][C:14]([OH:17])=[C:13]([CH:18]([CH3:20])[CH3:19])[CH:12]=1)[CH2:5][P:22](=[O:29])([O:26][CH2:27][CH3:28])[O:23][CH2:24][CH3:25]. Reported procedure: A mixture of 3,5-dibromo-4-(4-hydroxy-3-isopropylphenoxy)benzylbromide (Example 13a) (491 mg, 1.03 mmol), triethyl phosphite (3.98 g, 12 mmol) in 20 ml of toluene was refluxed for 48 hours. The reaction mixture was concentrated and the residue was precipitated with a mixture of petroleum ether and EtOAc (8:2) to give 308 mg (0.577 mmol, 56%) of 3,5-dibromo-4-(4-hydroxy-3-isopropylphenoxy)benzyl phosphonic acid, diethyl ester as a white solid. The reactants are C1CCC2=NCCCN2CC1, Cc1cccc(CO)n1, COCCOC, CS(=O)c1nc(N)nc(-c2ccco2)c1C#N. Yields the product Cc1cccc(COc2nc(N)nc(-c3ccco3)c2C#N)n1. Reaction SMILES: [CH2:27]1[CH2:28][CH2:29][C:30]2=[N:35][CH2:34][CH2:33][CH2:32][N:31]2[CH2:36][CH2:37]1.[CH3:18][c:19]1[cH:20][cH:21][cH:22][c:23]([CH2:25][OH:26])[n:24]1.[CH3:38][O:39][CH2:40][CH2:41][O:42][CH3:43].[NH2:1][c:2]1[n:3][c:4]([S:15]([CH3:16])=[O:17])[c:5]([C:13]#[N:14])[c:6](-[c:8]2[o:9][cH:10][cH:11][cH:12]2)[n:7]1>>[NH2:1][c:2]1[n:3][c:4]([O:26][CH2:25][c:23]2[cH:22][cH:21][cH:20][c:19]([CH3:18])[n:24]2)[c:5]([C:13]#[N:14])[c:6](-[c:8]2[o:9][cH:10][cH:11][cH:12]2)[n:7]1. Starting materials: CS(=O)(=O)OC1CN(C1)C(=O)C=1OC(=NN1)C1=CC=C(C=C1)OC (1-(5-(4-Methoxyphenyl)-1,3,4-oxadiazole-2-carbonyl)azetidin-3-yl methanesulfonate), OC1=CC(=C(C=O)C=C1)C (4-hydroxy-2-methylbenzaldehyde). Yields the product COC1=CC=C(C=C1)C1=NN=C(O1)C(=O)N1CC(C1)OC1=CC(=C(C=O)C=C1)C (4-(1-(5-(4-Methoxyphenyl)-1,3,4-oxadiazole-2-carbonyl)azetidin-3-yloxy)-2-methylbenzaldehyde). Yield: 67.0%. RXN SMILES: CS([O:5][CH:6]1[CH2:9][N:8]([C:10]([C:12]2[O:13][C:14]([C:17]3[CH:22]=[CH:21][C:20]([O:23][CH3:24])=[CH:19][CH:18]=3)=[N:15][N:16]=2)=[O:11])[CH2:7]1)(=O)=O.O[C:26]1[CH:33]=[CH:32][C:29]([CH:30]=[O:31])=[C:28]([CH3:34])[CH:27]=1>>[CH3:24][O:23][C:20]1[CH:21]=[CH:22][C:17]([C:14]2[O:13][C:12]([C:10]([N:8]3[CH2:9][CH:6]([O:5][C:26]4[CH:33]=[CH:32][C:29]([CH:30]=[O:31])=[C:28]([CH3:34])[CH:27]=4)[CH2:7]3)=[O:11])=[N:16][N:15]=2)=[CH:18][CH:19]=1. Procedure details: Using a similar protocol as described in Example 71A employing 73B and 4-hydroxy-2-methylbenzaldehyde as starting materials afforded 9.4 g (67%) of 73C as a solid. 1H NMR (500 MHz, CDCl3): δ 2.67 (s, 3H), 3.89 (s, 3H), 4.37 (m, 1H), 4.70 (m, 1H), 4.78 (m, 1H), 5.15 (m, 2H), 6.65 (s, 1H), 6.74 (d, 1H), 7.02 (d, 2H), 7.78 (d, 1H), 8.11 (d, 2H), 10.2 (s, 1H). The reactants are example 1 ( b ), CS(=O)(=O)C=1C=CC(=C(C(=O)O)C1)OC(C(F)(F)F)C (Rac-5-Methanesulfonyl-2-(2,2,2-trifluoro-1-methyl-ethoxy)-benzoic acid), Cl.N1=CC=C(C=C1)S(=O)(=O)C1=CN=C(S1)N1CCNCC1 (1-[5-(pyridine-4-sulfonyl)-thiazol-2-yl]-piperazine hydrochloride). Yield: 32.0%. RXN SMILES: [CH3:1][S:2]([C:5]1[CH:6]=[CH:7][C:8]([O:14][CH:15]([CH3:20])[C:16]([F:19])([F:18])[F:17])=[C:9]([CH:13]=1)[C:10]([OH:12])=O)(=[O:4])=[O:3].Cl.[N:22]1[CH:27]=[CH:26][C:25]([S:28]([C:31]2[S:35][C:34]([N:36]3[CH2:41][CH2:40][NH:39][CH2:38][CH2:37]3)=[N:33][CH:32]=2)(=[O:30])=[O:29])=[CH:24][CH:23]=1>>[CH3:1][S:2]([C:5]1[CH:6]=[CH:7][C:8]([O:14][CH:15]([CH3:20])[C:16]([F:19])([F:18])[F:17])=[C:9]([C:10]([N:39]2[CH2:38][CH2:37][N:36]([C:34]3[S:35][C:31]([S:28]([C:25]4[CH:26]=[CH:27][N:22]=[CH:23][CH:24]=4)(=[O:29])=[O:30])=[CH:32][N:33]=3)[CH2:41][CH2:40]2)=[O:12])[CH:13]=1)(=[O:3])=[O:4] |f:1.2|. Product: CS(=O)(=O)C=1C=CC(=C(C1)C(=O)N1CCN(CC1)C=1SC(=CN1)S(=O)(=O)C1=CC=NC=C1)OC(C(F)(F)F)C ([5-Methanesulfonyl-2-(2,2,2-trifluoro-1-methyl-ethoxy)-phenyl]-{4-[5-(pyridine-4-sulfonyl)-thiazol-2-yl]-piperazin-1-yl}-methanone). Reported procedure: Prepared in analogy to example 1 (b) from 5-methanesulfonyl-2-(2,2,2-trifluoro-1-methyl-ethoxy)-benzoic acid (Example A2) and 1-[5-(pyridine-4-sulfonyl)-thiazol-2-yl]-piperazine hydrochloride (Example 52(c)). The crude material was purified by chromatography (SiO2, ethyl acetate/heptane) followed by trituration in ether to yield the title compound as a light yellow crystalline solid (yield 32%). MS (m/e): 551.2 (M+H+, 100%). The reactants are C(C1=CC=CC=C1)N1N2C(C(C=3C=CC(=CC13)Cl)=O)=CC=C2 (5-Benzyl-7-chloropyrrolo[1,2-b]cinnolin-10(5H)-one), ClN1C(CCC1=O)=O (N-chlorosuccinimide), [Al] (aluminum). The solvent is C1CCOC1 (THF). Conditions: time 8 hour. Yields the product C(C1=CC=CC=C1)N1N2C(C(C=3C=CC(=CC13)Cl)=O)=CC=C2Cl (5-Benzyl-3,7-dichloropyrrolo[1,2-b]cinnolin-10(5H)-one). Yield: 46.0%. Reaction SMILES: [CH2:1]([N:8]1[C:17]2[CH:16]=[C:15]([Cl:18])[CH:14]=[CH:13][C:12]=2[C:11](=[O:19])[C:10]2=[CH:20][CH:21]=[CH:22][N:9]12)[C:2]1[CH:7]=[CH:6][CH:5]=[CH:4][CH:3]=1.[Cl:23]N1C(=O)CCC1=O.[Al]>C1COCC1>[CH2:1]([N:8]1[C:17]2[CH:16]=[C:15]([Cl:18])[CH:14]=[CH:13][C:12]=2[C:11](=[O:19])[C:10]2=[CH:20][CH:21]=[C:22]([Cl:23])[N:9]12)[C:2]1[CH:3]=[CH:4][CH:5]=[CH:6][CH:7]=1. Reported procedure: 5-Benzyl-7-chloropyrrolo[1,2-b]cinnolin-10(5H)-one (4.5 g) was taken up in 50 ml of THF and a catalytic amount of dibenzoyl eroxide was added. N-chlorosuccinimide (1.95 g) was added portionwise over a period of 10 min. The flask was covered with aluminum foil and the mixture stirred at room temperature overnight under N2. The reaction mixture was concentrated and the residue taken up in chloroform and extracted with H2O and brine. The organic layer was then dried (MgSO4), charcoaled, filtered an...